The task is: describe an organic reaction: reactants, conditions, products, and yield. This data is from the Open Reaction Database (ORD), a public repository of structured organic reaction records. Reactants: Cc1ccccc1, CCN(C(C)C)C(C)C, O=P(Cl)(Cl)Cl, Oc1c2c(nc3ccnn13)CCCCC2. Yields the product Clc1c2c(nc3ccnn13)CCCCC2. As a reaction SMILES: [CH3:30][c:31]1[cH:32][cH:33][cH:34][cH:35][cH:36]1.[CH:21]([N:22]([CH:23]([CH3:24])[CH3:25])[CH2:26][CH3:27])([CH3:28])[CH3:29].[P:16]([Cl:17])([Cl:18])([Cl:19])=[O:20].[n:1]1[cH:2][cH:3][c:4]2[n:5][c:6]3[c:7]([c:8]([OH:10])[n:9]12)[CH2:11][CH2:12][CH2:13][CH2:14][CH2:15]3>>[n:1]1[cH:2][cH:3][c:4]2[n:5][c:6]3[c:7]([c:8]([Cl:18])[n:9]12)[CH2:11][CH2:12][CH2:13][CH2:14][CH2:15]3.